This data is from the Open Reaction Database (ORD), a public repository of structured organic reaction records. The task is: describe an organic reaction: reactants, conditions, products, and yield Starting materials: [BH4-], O=C(c1ncc[nH]1)c1ncc[nH]1, C1CCOC1, CCOC(C)=O, CC(C)(C)OC(=O)CC(Nc1ccc(C#N)c(Cl)c1)C(=O)O, Cl, [Na+], O. Yields the product CC(C)(C)OC(=O)CC(CO)Nc1ccc(C#N)c(Cl)c1. RXN SMILES: [BH4-:35].[C:23]([c:24]1[nH:25][cH:26][cH:27][n:28]1)([c:29]1[nH:30][cH:31][cH:32][n:33]1)=[O:34].[CH2:38]1[O:39][CH2:40][CH2:41][CH2:42]1.[CH3:44][CH2:45][O:46][C:47]([CH3:48])=[O:49].[Cl:1][c:2]1[cH:3][c:4]([NH:10][CH:11]([C:12](=[O:13])[OH:14])[CH2:15][C:16](=[O:17])[O:18][C:19]([CH3:20])([CH3:21])[CH3:22])[cH:5][cH:6][c:7]1[C:8]#[N:9].[ClH:37].[Na+:36].[OH2:43]>>[Cl:1][c:2]1[cH:3][c:4]([NH:10][CH:11]([CH2:12][OH:13])[CH2:15][C:16](=[O:17])[O:18][C:19]([CH3:20])([CH3:21])[CH3:22])[cH:5][cH:6][c:7]1[C:8]#[N:9]. Reactants: CCC(C)(C)Cc1c[nH]c(C2(Cc3ccc(-c4ccc(F)cn4)cc3)CCCN2C(=O)OC(C)(C)C)n1, O=C(O)C(F)(F)F. The product is CCC(C)(C)Cc1c[nH]c(C2(Cc3ccc(-c4ccc(F)cn4)cc3)CCCN2)n1. As a reaction SMILES: [CH3:1][C:2]([CH2:3][c:4]1[n:5][c:6]([C:9]2([CH2:21][c:22]3[cH:23][cH:24][c:25](-[c:28]4[n:29][cH:30][c:31]([F:34])[cH:32][cH:33]4)[cH:26][cH:27]3)[N:10]([C:14]([O:15][C:16]([CH3:17])([CH3:18])[CH3:19])=[O:20])[CH2:11][CH2:12][CH2:13]2)[nH:7][cH:8]1)([CH2:35][CH3:36])[CH3:37].[OH:38][C:39]([C:40]([F:41])([F:42])[F:43])=[O:44]>>[CH3:1][C:2]([CH2:3][c:4]1[n:5][c:6]([C:9]2([CH2:21][c:22]3[cH:23][cH:24][c:25](-[c:28]4[n:29][cH:30][c:31]([F:34])[cH:32][cH:33]4)[cH:26][cH:27]3)[NH:10][CH2:11][CH2:12][CH2:13]2)[nH:7][cH:8]1)([CH2:35][CH3:36])[CH3:37]. Starting materials: C(C=CC)N1C(NC(C(=C1SC1=CC=CC=C1)CC)=O)=O (1-(2-butenyl)-5-ethyl-6-phenylthio-2,4-pyrimidinedione), C(C)OCC=CCN1C(NC(C(=C1SC1=CC=CC=C1)CC)=O)=O (1-(4-ethoxy-2-butenyl)-5-ethyl-6-phenylthio-2,4-pyrimidinedione), C(C1=CC=CC=C1)OCC=CCN1C(NC(C(=C1SC1=CC=CC=C1)CC)=O)=O (1-(4-benyloxy-2-butenyl)-5-ethyl-6-phenylthio-2,4-pyrimidinedione), C(C=CC1=CC=CC=C1)N1C(NC(C(=C1SC1=CC=CC=C1)CC)=O)=O (1-cinnamyl-5-ethyl-6-phenylthio-2,4-pyrimidinedione), CC(=CCN1C(NC(C(=C1SC1=CC=CC=C1)CC)=O)=O)C (1-(3-methyl-2-butenyl)-5-ethyl-6-phenylthio-2,4-pyrimidinedione), C(C#C)N1C(NC(C(=C1SC1=CC=CC=C1)CC)=O)=O (1-propargyl-5-ethyl-6-phenylthio-2,4-pyrimidinedione). The product is C(C=C)N1C(NC(C(=C1SC1=CC=CC=C1)CC)=O)=O (1-allyl-5-ethyl-6-phenylthio-2,4-pyrimidinedione). As a reaction SMILES: [CH2:1]([N:5]1[C:10]([S:11][C:12]2[CH:17]=[CH:16][CH:15]=[CH:14][CH:13]=2)=[C:9]([CH2:18][CH3:19])[C:8](=[O:20])[NH:7][C:6]1=[O:21])[CH:2]=[CH:3]C.C(N1C(SC2C=CC=CC=2)=C(CC)C(=O)NC1=O)C=CC1C=CC=CC=1.CC(C)=CCN1C(SC2C=CC=CC=2)=C(CC)C(=O)NC1=O.C(OCC=CCN1C(SC2C=CC=CC=2)=C(CC)C(=O)NC1=O)C.C(OCC=CCN1C(SC2C=CC=CC=2)=C(CC)C(=O)NC1=O)C1C=CC=CC=1.C(N1C(SC2C=CC=CC=2)=C(CC)C(=O)NC1=O)C#C>>[CH2:1]([N:5]1[C:10]([S:11][C:12]2[CH:17]=[CH:16][CH:15]=[CH:14][CH:13]=2)=[C:9]([CH2:18][CH3:19])[C:8](=[O:20])[NH:7][C:6]1=[O:21])[CH:2]=[CH2:3]. Reported procedure: 1-(2-butenyl)-5-ethyl-6-phenylthio-2,4-pyrimidinedione; 1-cinnamyl-5-ethyl-6-phenylthio-2,4-pyrimidinedione; 1-(3-methyl-2-butenyl)-5-ethyl-6-phenylthio-2,4-pyrimidinedione; 1-(4-ethoxy-2-butenyl)-5-ethyl-6-phenylthio-2,4-pyrimidinedione; 1-(4-benyloxy-2-butenyl)-5-ethyl-6-phenylthio-2,4-pyrimidinedione; 1-propargyl-5-ethyl-6-phenylthio-2,4-pyrimidinedione; Reactants: C(C)C1=CC=CC=2C(C3=CC=CC=C3C(C12)=O)=O (ethylanthraquinone), C(CCC)N(C(N(CCCC)CCCC)=O)CCCC (tetra-n-butylurea), [H][H] (hydrogen), C(C)C1CCCC=2C(C3=CC=CC=C3C(C12)=O)=O (tetrahydroethylanthraquinone), alkylated benzenes. The product is C1=CC=C2C(=C1)C(=C3C=CC=CC3=C2O)O (anthrahydroquinone). Reaction SMILES: C([C:3]1[C:16]2[C:15](=[O:17])[C:14]3[C:9](=[CH:10][CH:11]=[CH:12][CH:13]=3)[C:8](=[O:18])[C:7]=2[CH:6]=[CH:5][CH:4]=1)C.C(C1C2C(=O)C3C(=CC=CC=3)C(=O)C=2CCC1)C.C(N(CCCC)C(=O)N(CCCC)CCCC)CCC.[H][H]>>[CH:12]1[CH:13]=[C:14]2[C:15]([OH:17])=[C:16]3[C:7](=[C:8]([OH:18])[C:9]2=[CH:10][CH:11]=1)[CH:6]=[CH:5][CH:4]=[CH:3]3. Reported procedure: In a 1.75-liter continuously stirred tank-type reactor with internal filters to retain the catalyst inside the reactor, operating at a volume of 1.25 liters, a temperature of 43°-45° C. and pressure of 15 psig, a working solution was circulated at a flow rate of 50 ml/min. The working solution initially contained 18 wt % ethylanthraquinone, of which 45 wt % was tetrahydroethylanthraquinone, 58 wt % of an aromatic solvent (alkylated benzenes - heavy naphtha fraction, Aromatic 150), and 24 wt % te... The reactants are O=C([O-])[O-], CC1(C)c2cccc(P(c3ccccc3)c3ccccc3)c2Oc2c(P(c3ccccc3)c3ccccc3)cccc21, Clc1cc(I)c(Cl)cn1, [Cs+], [Cs+], CN1Cc2cccc(N)c2C1=O, CC(=O)[O-], CC(=O)[O-], C1COCCO1, [Pd+2]. Product: CN1Cc2cccc(Nc3cc(Cl)ncc3Cl)c2C1=O. RXN SMILES: [C:64](=[O:65])([O-:66])[O-:67].[CH3:22][C:23]1([CH3:24])[c:25]2[cH:26][cH:27][cH:28][c:29]([P:30]([c:31]3[cH:32][cH:33][cH:34][cH:35][cH:36]3)[c:37]3[cH:38][cH:39][cH:40][cH:41][cH:42]3)[c:43]2[O:44][c:45]2[c:46]1[cH:47][cH:48][cH:49][c:50]2[P:51]([c:52]1[cH:53][cH:54][cH:55][cH:56][cH:57]1)[c:58]1[cH:59][cH:60][cH:61][cH:62][cH:63]1.[Cl:1][c:2]1[n:3][cH:4][c:5]([Cl:9])[c:6]([I:8])[cH:7]1.[Cs+:68].[Cs+:69].[NH2:10][c:11]1[cH:12][cH:13][cH:14][c:15]2[c:19]1[C:18](=[O:20])[N:17]([CH3:21])[CH2:16]2.[O-:77][C:78]([CH3:79])=[O:80].[O-:81][C:82]([CH3:83])=[O:84].[O:70]1[CH2:71][CH2:72][O:73][CH2:74][CH2:75]1.[Pd+2:76]>>[Cl:1][c:2]1[n:3][cH:4][c:5]([Cl:9])[c:6]([NH:10][c:11]2[cH:12][cH:13][cH:14][c:15]3[c:19]2[C:18](=[O:20])[N:17]([CH3:21])[CH2:16]3)[cH:7]1. Starting materials: [In] (indium), [N+](=O)(O)[O-] (nitric acid). Product: [N+](=O)([O-])[O-].[In+3].[N+](=O)([O-])[O-].[N+](=O)([O-])[O-] (indium nitrate). As a reaction SMILES: [In:1].[N+:2]([O-:5])([OH:4])=[O:3]>>[N+:2]([O-:5])([O-:4])=[O:3].[In+3:1].[N+:2]([O-:5])([O-:4])=[O:3].[N+:2]([O-:5])([O-:4])=[O:3] |f:2.3.4.5|. Procedure details: Metallic indium of 4N (99.99%) purity was dissolved in hot nitric acid to obtain a solution of indium nitrate. The solution was diluted to have a concentration of In of 100 g/L. Maintaining the solution of indium nitrate at a temperature in the range of 35-40° C., ammonium carbonate as a neutralisation precipitant was added thereto in an amount 1.5 times the equivalent weight to obtain a precipitate, which was separated from the solution and washed by using a filter press, and the precipitate wa... The reactants are C(C)(C)(C)ON(C=O)CC(=O)N1CCN(CC1)C1=CC=C(C=C1)Cl (tert-butoxy-N-[2-[4-(4-chlorophenyl)-1-piperazinyl]-2-oxoethyl]formamide), Cl (hydrogen chloride). Run in CO (methanol), C(C)(=O)OCC (ethyl acetate), C(C)(=O)OCC (ethyl acetate). Reaction conditions: temperature 0 celsius, time 30 minute. The product is Cl.Cl.NCC(=O)N1CCN(CC1)C1=CC=C(C=C1)Cl (2-Amino-1-[4-(4-chlorophenyl)-1-piperazinyl]ethan-1-one dihydrochloride). Reaction SMILES: C(O[N:6]([CH2:9][C:10]([N:12]1[CH2:17][CH2:16][N:15]([C:18]2[CH:23]=[CH:22][C:21]([Cl:24])=[CH:20][CH:19]=2)[CH2:14][CH2:13]1)=[O:11])C=O)(C)(C)C.[ClH:25]>CO.C(OCC)(=O)C>[ClH:24].[ClH:25].[NH2:6][CH2:9][C:10]([N:12]1[CH2:13][CH2:14][N:15]([C:18]2[CH:23]=[CH:22][C:21]([Cl:24])=[CH:20][CH:19]=2)[CH2:16][CH2:17]1)=[O:11] |f:4.5.6|. Procedure: To a solution of tert-butoxy-N-[2-[4-(4-chlorophenyl)-1-piperazinyl]-2-oxoethyl]formamide (31 g) in methanol (60 ml) was added 4N hydrogen chloride in ethyl acetate (219 ml) at 0° C. and the mixture was stirred at 0° C. for 30 minutes. The reaction mixture was allowed to warm to room temperature, stirred for 1 hour and diluted with ethyl acetate. The resulting solid was collected by filtration and washed with ethyl acetate. The solid was dried to give the title compound (29 g). Reactants: O1C(=CC=C1)C(=O)OC (methyl 2-furoate), C[Si]([O-])(C)C.[K+] (potassium trimethylsilanolate). The solvent is O1CCCC1 (tetrahydrofuran). Yields the product O1C(=CC=C1)C(=O)[O-].[K+] (Potassium 2-furoate). Yield: 90.6%. Reaction SMILES: [O:1]1[CH:5]=[CH:4][CH:3]=[C:2]1[C:6]([O:8]C)=[O:7].C[Si](C)(C)[O-].[K+:15]>O1CCCC1>[O:1]1[CH:5]=[CH:4][CH:3]=[C:2]1[C:6]([O-:8])=[O:7].[K+:15] |f:1.2,4.5|. Reported procedure: The procedure of Example 1 was followed using methyl 2-furoate (2.52 g, 20 mmol), potassium trimethylsilanolate (2.56 g, 20 mmol), dry tetrahydrofuran (50 mL), and a 5 h reaction time. Potassium 2-furoate (2.72 g, 90% yield) was isolated as a light brown solid: 1H NMR (D2O, DSS) δ 6.55 (m, Ar--H, 1H), 7.0 (m, Ar--H, 1H) and 7.6 ppm (m, Ar--H, 1H). Anal. Calcd. for C5H3KO3 : C, 39.99; H, 2.01; K, 26.04. Found: C, 37.22, 37.41, 40.26; H, 2.33, 2.19, 2.34; K, 26.22.